This data is from the Open Reaction Database (ORD), a public repository of structured organic reaction records. The task is: describe an organic reaction: reactants, conditions, products, and yield Starting materials: C(C)(C)(C)OC(=O)N1CCN(CCC1)C1=C(C=C(C=C1)OC)OC (4-(2,4-dimethoxyphenyl)-[1,4]diazepane-1-carboxylic acid tert-butyl ester), Cl (HCl). Run in O1CCOCC1 (dioxane). Conditions: time 2 hour. Product: Cl.COC1=C(C=CC(=C1)OC)N1CCNCCC1 (1-(2,4-Dimethoxyphenyl)-[1,4]diazepane HCl Salt). As a reaction SMILES: C(OC([N:8]1[CH2:14][CH2:13][CH2:12][N:11]([C:15]2[CH:20]=[CH:19][C:18]([O:21][CH3:22])=[CH:17][C:16]=2[O:23][CH3:24])[CH2:10][CH2:9]1)=O)(C)(C)C.[ClH:25]>O1CCOCC1>[ClH:25].[CH3:24][O:23][C:16]1[CH:17]=[C:18]([O:21][CH3:22])[CH:19]=[CH:20][C:15]=1[N:11]1[CH2:12][CH2:13][CH2:14][NH:8][CH2:9][CH2:10]1 |f:3.4|. Reported procedure: 300 mg of 4-(2,4-dimethoxyphenyl)-[1,4]diazepane-1-carboxylic acid tert-butyl ester was dissolved in 10 mL of 4 N HCl in dioxane. The mixture was stirred at room temperature for 2 hrs and evaporated to dryness to give the desired product (270 mg) as a hydrochloride salt. MS (ES) m/z 237.2 (M+H+). Reactants: ClCCl, CCOCC, CCCCCC, C(=NC1CCCCC1)=NC1CCCCC1, C=C(C(=O)O)c1cc(F)ccc1F, OCc1ccccc1. Yields the product C=C(C(=O)OCc1ccccc1)c1cc(F)ccc1F. RXN SMILES: [CH2:16]([Cl:17])[Cl:18].[CH2:40]([O:41][CH2:42][CH3:43])[CH3:44].[CH3:45][CH2:46][CH2:47][CH2:48][CH2:49][CH3:50].[CH:1]1([N:2]=[C:3]=[N:4][CH:5]2[CH2:6][CH2:7][CH2:8][CH2:9][CH2:10]2)[CH2:11][CH2:12][CH2:13][CH2:14][CH2:15]1.[F:19][c:20]1[c:21]([C:27]([C:28](=[O:29])[OH:30])=[CH2:31])[cH:22][c:23]([F:26])[cH:24][cH:25]1.[OH:32][CH2:33][c:34]1[cH:35][cH:36][cH:37][cH:38][cH:39]1>>[F:19][c:20]1[c:21]([C:27]([C:28](=[O:29])[O:30][CH2:33][c:34]2[cH:35][cH:36][cH:37][cH:38][cH:39]2)=[CH2:31])[cH:22][c:23]([F:26])[cH:24][cH:25]1. Reactants: CC(C)(C)OC(=O)c1cc(Br)cc(I)c1, [C-]#N, [C-]#N, CN(C)C=O, [Zn+2], c1ccc(P(c2ccccc2)(c2ccccc2)[Pd](P(c2ccccc2)(c2ccccc2)c2ccccc2)(P(c2ccccc2)(c2ccccc2)c2ccccc2)P(c2ccccc2)(c2ccccc2)c2ccccc2)cc1. Yields the product CC(C)(C)OC(=O)c1cc(Br)cc(C#N)c1. As a reaction SMILES: [Br:1][c:2]1[cH:3][c:4]([C:5](=[O:6])[O:7][C:8]([CH3:9])([CH3:10])[CH3:11])[cH:12][c:13]([I:15])[cH:14]1.[C-:21]#[N:22].[C-:24]#[N:25].[CH3:16][N:17]([CH3:18])[CH:19]=[O:20].[Zn+2:23].[cH:26]1[cH:27][cH:28][c:29]([P:30]([Pd:31]([P:32]([c:33]2[cH:34][cH:35][cH:36][cH:37][cH:38]2)([c:39]2[cH:40][cH:41][cH:42][cH:43][cH:44]2)[c:45]2[cH:46][cH:47][cH:48][cH:49][cH:50]2)([P:51]([c:52]2[cH:53][cH:54][cH:55][cH:56][cH:57]2)([c:58]2[cH:59][cH:60][cH:61][cH:62][cH:63]2)[c:64]2[cH:65][cH:66][cH:67][cH:68][cH:69]2)[P:70]([c:71]2[cH:72][cH:73][cH:74][cH:75][cH:76]2)([c:77]2[cH:78][cH:79][cH:80][cH:81][cH:82]2)[c:83]2[cH:84][cH:85][cH:86][cH:87][cH:88]2)([c:89]2[cH:90][cH:91][cH:92][cH:93][cH:94]2)[c:95]2[cH:96][cH:97][cH:98][cH:99][cH:100]2)[cH:101][cH:102]1>>[Br:1][c:2]1[cH:3][c:4]([C:5](=[O:6])[O:7][C:8]([CH3:9])([CH3:10])[CH3:11])[cH:12][c:13]([C:16]#[N:17])[cH:14]1. The reactants are CCn1cc(C(=O)O)c(=O)c2cc(F)c(F)c(F)c21, FC(F)C1CNCCN1, c1ccncc1. Product: CCn1cc(C(=O)O)c(=O)c2cc(F)c(N3CCNC(C(F)F)C3)c(F)c21. Reaction SMILES: [CH2:10]([CH3:11])[n:12]1[cH:13][c:14]([C:26](=[O:27])[OH:28])[c:15](=[O:25])[c:16]2[cH:17][c:18]([F:24])[c:19]([F:23])[c:20]([F:22])[c:21]12.[F:1][CH:2]([CH:3]1[CH2:4][NH:5][CH2:6][CH2:7][NH:8]1)[F:9].[cH:29]1[cH:30][cH:31][n:32][cH:33][cH:34]1>>[F:1][CH:2]([CH:3]1[CH2:4][N:5]([c:19]2[c:18]([F:24])[cH:17][c:16]3[c:15](=[O:25])[c:14]([C:26](=[O:27])[OH:28])[cH:13][n:12]([CH2:10][CH3:11])[c:21]3[c:20]2[F:22])[CH2:6][CH2:7][NH:8]1)[F:9]. Reactants: COC(=O)C=1OC(=C(C1)COC1=CC=C(C=C1)C1=C(C=CC=C1)OC)C (4-(2′-Methoxy-biphenyl-4-yloxymethyl)-5-methyl-furan-2-carboxylic acid methyl ester), potassium trimethylsilanoate. Run in O1CCCC1 (tetrahydrofuran). Run at time 16 hour. Product: COC1=C(C=CC=C1)C1=CC=C(C=C1)OCC=1C=C(OC1C)C(=O)O (4-(2′-Methoxy-biphenyl-4-yloxymethyl)-5-methyl-furan-2-carboxylic acid). The yield is 77.9%. As a reaction SMILES: C[O:2][C:3]([C:5]1[O:6][C:7]([CH3:26])=[C:8]([CH2:10][O:11][C:12]2[CH:17]=[CH:16][C:15]([C:18]3[CH:23]=[CH:22][CH:21]=[CH:20][C:19]=3[O:24][CH3:25])=[CH:14][CH:13]=2)[CH:9]=1)=[O:4]>O1CCCC1>[CH3:25][O:24][C:19]1[CH:20]=[CH:21][CH:22]=[CH:23][C:18]=1[C:15]1[CH:14]=[CH:13][C:12]([O:11][CH2:10][C:8]2[CH:9]=[C:5]([C:3]([OH:4])=[O:2])[O:6][C:7]=2[CH3:26])=[CH:17][CH:16]=1. Reported procedure: A solution of 4-(2′-methoxy-biphenyl-4-yloxymethyl)-5-methyl-furan-2-carboxylic acid methyl ester (125) (40 mg, 0.11 mmoles) in dry tetrahydrofuran (25 ml) was treated with potassium trimethylsilanoate (73 mg, 0.56 mmoles) and the mixture stirred under an argon atmosphere for 16 h. After evaporation of the solvent the residue was acidified to pH=2 with 0.1M aqueous hydrochloric acid and the mixture extracted with ethyl acetate. The dried extracts were evaporated and the residue pumped under high... Reactants: CC(C#N)CCCCCC(=O)O, CCOCC, C1CCC(NC2CCCCC2)CC1, ClCCl, Cl, NC(C(=O)c1ccccc1)c1ccccc1, [Na+], O=S(=O)([O-])O, c1ccncc1. Product: CC(C#N)CCCCCC(=O)NC(C(=O)c1ccccc1)c1ccccc1. As a reaction SMILES: [C:14](#[N:15])[CH:16]([CH2:17][CH2:18][CH2:19][CH2:20][CH2:21][C:22](=[O:23])[OH:24])[CH3:25].[CH3:32][CH2:33][O:34][CH2:35][CH3:36].[CH:1]1([NH:2][CH:3]2[CH2:4][CH2:5][CH2:6][CH2:7][CH2:8]2)[CH2:9][CH2:10][CH2:11][CH2:12][CH2:13]1.[Cl:54][CH2:55][Cl:56].[ClH:37].[NH2:38][CH:39]([C:40](=[O:41])[c:42]1[cH:43][cH:44][cH:45][cH:46][cH:47]1)[c:48]1[cH:49][cH:50][cH:51][cH:52][cH:53]1.[Na+:31].[S:26]([O-:27])([OH:28])(=[O:29])=[O:30].[cH:57]1[cH:58][cH:59][n:60][cH:61][cH:62]1>>[C:14](#[N:15])[CH:16]([CH2:17][CH2:18][CH2:19][CH2:20][CH2:21][C:22](=[O:24])[NH:38][CH:39]([C:40](=[O:41])[c:42]1[cH:43][cH:44][cH:45][cH:46][cH:47]1)[c:48]1[cH:49][cH:50][cH:51][cH:52][cH:53]1)[CH3:25]. The product is FC1=C(CN(C2=C(C(=CC=C2)NS(=O)(=O)C)C)CC2=CC=C(OC=3C=C(OCCCC(=O)NCCC(=O)O)C=CC3)C=C2)C=CC(=C1)F (N-(4-(3-(4-(((2,4-difluorobenzyl)(2-methyl-3-((methylsulfonyl)amino)phenyl)amino)methyl)phenoxy)phenoxy)butanoyl)-beta-alanine). Procedure details: The product from Example 120D and β-alanine ethyl ester hydrochloride was processed as described in Example 104B to provide the title compound. 1H NMR (300 MHz, DMSO-d6) δ8.97 (s, 1 H), 7.90 (t, 1 H), 6.87-7.35 (m, 11 H), 6.68 (m, 1 H), 6.48 (m, 2 H), 4.08 (s, 2 H), 4.05 (s, 2 H), 3.90 (t, 2 H), 3.64 (s, 1 H), 3.22 (dd, 2 H), 2.90 (s, 3 H), 2.35 (m, 2 H), 2.33 (s, 3 H), 2.19 (t, , 2 H), 1.87 (m, 2 H); MS (ESI) m/z 682 (M+H+). Reaction SMILES: [F:1][C:2]1[CH:42]=[C:41]([F:43])[CH:40]=[CH:39][C:3]=1[CH2:4][N:5]([CH2:18][C:19]1[CH:38]=[CH:37][C:22]([O:23][C:24]2[CH:25]=[C:26]([CH:34]=[CH:35][CH:36]=2)[O:27][CH2:28][CH2:29][CH2:30][C:31](O)=[O:32])=[CH:21][CH:20]=1)[C:6]1[CH:11]=[CH:10][CH:9]=[C:8]([NH:12][S:13]([CH3:16])(=[O:15])=[O:14])[C:7]=1[CH3:17].Cl.C([O:47][C:48](=[O:52])[CH2:49][CH2:50][NH2:51])C>>[F:1][C:2]1[CH:42]=[C:41]([F:43])[CH:40]=[CH:39][C:3]=1[CH2:4][N:5]([CH2:18][C:19]1[CH:38]=[CH:37][C:22]([O:23][C:24]2[CH:25]=[C:26]([CH:34]=[CH:35][CH:36]=2)[O:27][CH2:28][CH2:29][CH2:30][C:31]([NH:51][CH2:50][CH2:49][C:48]([OH:47])=[O:52])=[O:32])=[CH:21][CH:20]=1)[C:6]1[CH:11]=[CH:10][CH:9]=[C:8]([NH:12][S:13]([CH3:16])(=[O:15])=[O:14])[C:7]=1[CH3:17] |f:1.2|. The reactants are FC1=C(CN(C2=C(C(=CC=C2)NS(=O)(=O)C)C)CC2=CC=C(OC=3C=C(OCCCC(=O)O)C=CC3)C=C2)C=CC(=C1)F (4-(3-{4-[((2,4-difluorobenzyl){2-methyl-3-[(methylsulfonyl)amino]phenyl}amino)methyl]phenoxy}phenoxy)butanoic acid), Cl.C(C)OC(CCN)=O (β-alanine ethyl ester hydrochloride).